Task: describe an organic reaction: reactants, conditions, products, and yield. Dataset: the Open Reaction Database (ORD), a public repository of structured organic reaction records Starting materials: O=C([O-])O, Cc1cn(N)c2ccc(OCc3ccccc3)cc12, CN1CCCC1=O, CCOC(C)=O, Fc1cnccc1Cl, Cl, [Na+]. The product is Cc1cn(Nc2ccncc2F)c2ccc(OCc3ccccc3)cc12. As a reaction SMILES: [C:36](=[O:37])([OH:38])[O-:39].[CH3:1][c:2]1[cH:3][n:4]([NH2:19])[c:5]2[cH:6][cH:7][c:8]([O:11][CH2:12][c:13]3[cH:14][cH:15][cH:16][cH:17][cH:18]3)[cH:9][c:10]12.[CH3:20][N:21]1[CH2:22][CH2:23][CH2:24][C:25]1=[O:26].[CH3:41][CH2:42][O:43][C:44](=[O:45])[CH3:46].[Cl:28][c:29]1[c:30]([F:35])[cH:31][n:32][cH:33][cH:34]1.[ClH:27].[Na+:40]>>[CH3:1][c:2]1[cH:3][n:4]([NH:19][c:29]2[c:30]([F:35])[cH:31][n:32][cH:33][cH:34]2)[c:5]2[cH:6][cH:7][c:8]([O:11][CH2:12][c:13]3[cH:14][cH:15][cH:16][cH:17][cH:18]3)[cH:9][c:10]12. The reactants are [K].C1=CC(=CC=C1O)C (p-cresol potassium salt), BrC1=CC=C(C=C1)Br (p-dibromobenzene). Reagents/catalysts: [Cu](Cl)Cl (copper chloride). Run in C1(=CC=CC=C1)C (toluene), C1(=CC=CC=C1)C (toluene). The product is C1(=CC=C(C=C1)OC1=CC=C(C=C1)OC1=CC=C(C=C1)C)C (1,4-bis(p-tolyloxy)benzene). RXN SMILES: [K].[CH:2]1[C:7]([OH:8])=[CH:6][CH:5]=[C:4]([CH3:9])[CH:3]=1.Br[C:11]1[CH:16]=[CH:15][C:14](Br)=[CH:13][CH:12]=1>C1(C)C=CC=CC=1.[Cu](Cl)Cl>[C:4]1([CH3:9])[CH:5]=[CH:6][C:7]([O:8][C:11]2[CH:16]=[CH:15][C:14]([O:8][C:7]3[CH:2]=[CH:3][C:4]([CH3:9])=[CH:5][CH:6]=3)=[CH:13][CH:12]=2)=[CH:2][CH:3]=1 |f:0.1,^1:0|. Reported procedure: A three-necked flask equipped with a distilling receiver and a magnetic stirrer was charged with 32.4 g (0.30 moles) of p-cresol, and 16.8 g (0.30 moles) of potassium hydroxide was added into the flask while stirring the resultant reaction mixture at a temperature of 150° C. to provide a potassium salt of p-cresol. To the resultant p-cresol potassium salt melt were gradually mixed 100 ml of toluene, and the resultant reaction mixture was subjected to azeotropic distillation to remove water from ...